Task: describe an organic reaction: reactants, conditions, products, and yield. Dataset: the Open Reaction Database (ORD), a public repository of structured organic reaction records Reactants: C(C)OC(=O)C1=C(CCC1)C1=CN(C2=CC=C(C=C12)C#N)S(=O)(=O)C1=CC=C(C=C1)C (2-[5-Cyano-1-(toluene-4-sulfonyl)-1H-indol-3-yl]-cyclopent-1-enecarboxylic acid ethyl ester), [OH-].[Na+] (sodium hydroxide). Solvent: C1CCOC1 (THF). Product: C(C)OC(=O)C1=C(CCC1)C1=CNC2=CC=C(C=C12)C#N (2-(5-Cyano-1H-indol-3-yl)-cyclopent-1-enecarboxylic acid ethyl ester). Yield: 93.8%. As a reaction SMILES: [CH2:1]([O:3][C:4]([C:6]1[CH2:10][CH2:9][CH2:8][C:7]=1[C:11]1[C:19]2[C:14](=[CH:15][CH:16]=[C:17]([C:20]#[N:21])[CH:18]=2)[N:13](S(C2C=CC(C)=CC=2)(=O)=O)[CH:12]=1)=[O:5])[CH3:2].[OH-].[Na+]>C1COCC1>[CH2:1]([O:3][C:4]([C:6]1[CH2:10][CH2:9][CH2:8][C:7]=1[C:11]1[C:19]2[C:14](=[CH:15][CH:16]=[C:17]([C:20]#[N:21])[CH:18]=2)[NH:13][CH:12]=1)=[O:5])[CH3:2] |f:1.2|. Reported procedure: 2-[5-Cyano-1-(toluene-4-sulfonyl)-1H-indol-3-yl]-cyclopent-1-enecarboxylic acid ethyl ester (2.0 g, 4.6 mMol) was dissolved in THF (100 mL) and sodium hydroxide (1.8 mL, 10 N, 18 mMol) was added. After refluxing for 4 h, the reaction was filtered through celite and the filtrate was evaporated. The residue was dissolved in brine (20 mL) and extracted with ethyl acetate (3×30 mL). The combined organics were dried with magnesium sulfate and evaporated in vacuo. The material was purified by chromato... Starting materials: CCO, CCOC(=O)CN1CCC2(C=C(c3ccc(C)cc3)c3ccccc3O2)CC1, [H][H]. Product: CCOC(=O)CN1CCC2(CC1)CC(c1ccc(C)cc1)c1ccccc1O2. As a reaction SMILES: [CH2:31]([OH:32])[CH3:33].[CH3:1][c:2]1[cH:3][cH:4][c:5]([C:8]2=[CH:9][C:10]3([O:11][c:12]4[c:13]2[cH:14][cH:15][cH:16][cH:17]4)[CH2:18][CH2:19][N:20]([CH2:23][C:24](=[O:25])[O:26][CH2:27][CH3:28])[CH2:21][CH2:22]3)[cH:6][cH:7]1.[H:29][H:30]>>[CH3:1][c:2]1[cH:3][cH:4][c:5]([CH:8]2[CH2:9][C:10]3([O:11][c:12]4[c:13]2[cH:14][cH:15][cH:16][cH:17]4)[CH2:18][CH2:19][N:20]([CH2:23][C:24](=[O:25])[O:26][CH2:27][CH3:28])[CH2:21][CH2:22]3)[cH:6][cH:7]1.